Dataset: the Open Reaction Database (ORD), a public repository of structured organic reaction records. Task: describe an organic reaction: reactants, conditions, products, and yield The reactants are C=CCC1(S(=O)(=O)Cl)CC1, Cl, Cn1cc(N)c(Nc2ccc(I)cc2F)cc1=O, c1ccncc1. Product: C=CCC1(S(=O)(=O)Nc2cn(C)c(=O)cc2Nc2ccc(I)cc2F)CC1. As a reaction SMILES: [CH2:19]([CH:20]=[CH2:21])[C:22]1([S:25](=[O:26])(=[O:27])[Cl:28])[CH2:23][CH2:24]1.[ClH:29].[NH2:1][c:2]1[c:3]([NH:10][c:11]2[c:12]([F:18])[cH:13][c:14]([I:17])[cH:15][cH:16]2)[cH:4][c:5](=[O:9])[n:6]([CH3:8])[cH:7]1.[cH:30]1[cH:31][cH:32][n:33][cH:34][cH:35]1>>[NH:1]([c:2]1[c:3]([NH:10][c:11]2[c:12]([F:18])[cH:13][c:14]([I:17])[cH:15][cH:16]2)[cH:4][c:5](=[O:9])[n:6]([CH3:8])[cH:7]1)[S:25]([C:22]1([CH2:19][CH:20]=[CH2:21])[CH2:23][CH2:24]1)(=[O:26])=[O:27]. The reactants are crude product, C(C)(C)(C)OC(=O)N[C@H](C(=O)OC)CC1=CC=C(C=C1)B1OC(C(O1)(C)C)(C)C ((S)-methyl 2-(tert-butoxycarbonylamino)-3-(4-(4,4,5,5-tetramethyl-1,3,2-dioxaborolan-2-yl)phenyl)propanoate), B(O)(O)C1=CC=C(C=C1)C[C@@H](C(=O)O)NC(=O)OC(C)(C)C ((S)-3-(4-boronophenyl)-2-(tert-butoxycarbonylamino)propanoic acid). Product: C(C)(C)(C)OC(=O)N[C@H](C(=O)O)CC1=CC=C(C=C1)B1OC(C(O1)(C)C)(C)C ((S)-2-(tert-butoxycarbonylamino)-3-(4-(4,4,5,5-tetramethyl-1,3,2-dioxaborolan-2-yl)phenyl)propanoic Acid). Reaction SMILES: [C:1]([O:5][C:6]([NH:8][C@@H:9]([CH2:14][C:15]1[CH:20]=[CH:19][C:18]([B:21]2[O:25][C:24]([CH3:27])([CH3:26])[C:23]([CH3:29])([CH3:28])[O:22]2)=[CH:17][CH:16]=1)[C:10]([O:12]C)=[O:11])=[O:7])([CH3:4])([CH3:3])[CH3:2].B(C1C=CC(C[C@H](NC(OC(C)(C)C)=O)C(O)=O)=CC=1)(O)O>>[C:1]([O:5][C:6]([NH:8][C@@H:9]([CH2:14][C:15]1[CH:16]=[CH:17][C:18]([B:21]2[O:25][C:24]([CH3:27])([CH3:26])[C:23]([CH3:29])([CH3:28])[O:22]2)=[CH:19][CH:20]=1)[C:10]([OH:12])=[O:11])=[O:7])([CH3:4])([CH3:2])[CH3:3]. Procedure details: The above organic layer of the ester was stirred with aqueous lithium hydroxide solution (23 g in 500 mL water) at room temperature for 30 minutes. The pH of the resulting slurry was adjusted to about 10 with 6 N hydrochloric acid and filtered. The cake was washed with water (200 mL). Acetonitrile was removed from the filtrate under reduced pressure to give an aqueous slurry (950 mL, additional water was added during distillation). The slurry was filtered through a pad of cellulose and washed wi... The reactants are CC(=O)O[BH-](OC(C)=O)OC(C)=O, O=C([O-])O, C=O, CC(Cl)Cl, COCCCC1CN(C2=Nc3cc(F)ccc3Nc3ccc(C(F)(F)F)cc32)CCN1, [Na+], [Na+]. Product: COCCCC1CN(C2=Nc3cc(F)ccc3Nc3ccc(C(F)(F)F)cc32)CCN1C. As a reaction SMILES: [C:34]([O:35][BH-:36]([O:37][C:38](=[O:39])[CH3:40])[O:41][C:42](=[O:43])[CH3:44])(=[O:45])[CH3:46].[C:52](=[O:53])([OH:54])[O-:55].[CH2:32]=[O:33].[Cl:48][CH:49]([Cl:50])[CH3:51].[F:1][c:2]1[cH:3][cH:4][c:5]2[c:6]([cH:31]1)[N:7]=[C:8]([N:20]1[CH2:21][CH:22]([CH2:26][CH2:27][CH2:28][O:29][CH3:30])[NH:23][CH2:24][CH2:25]1)[c:9]1[c:10]([cH:12][cH:13][c:14]([C:16]([F:17])([F:18])[F:19])[cH:15]1)[NH:11]2.[Na+:47].[Na+:56]>>[F:1][c:2]1[cH:3][cH:4][c:5]2[c:6]([cH:31]1)[N:7]=[C:8]([N:20]1[CH2:21][CH:22]([CH2:26][CH2:27][CH2:28][O:29][CH3:30])[N:23]([CH3:34])[CH2:24][CH2:25]1)[c:9]1[c:10]([cH:12][cH:13][c:14]([C:16]([F:17])([F:18])[F:19])[cH:15]1)[NH:11]2. Reactants: solid, Cl.Cl.O1C=C(C=C2C1=CC=C2)C2N(CCCC2)CC[C@@H]2CC[C@H](CC2)N (trans-4-[2-(4-benzofuran-3-yl-piperidin-1-yl)-ethyl]-cyclohexylamine dihydrochloride), Cl.Cl.O1C=C(C=C2C1=CC=C2)C2N(CCCC2)CC[C@@H]2CC[C@H](CC2)N (trans-4-[2-(4-benzofuran-3-yl-piperidin-1-yl)-ethyl]-cyclohexylamine dihydrochloride), ClC1=C(C(=O)O)C=CC(=C1)Cl (2,4-dichloro-benzoic acid). The product is O1C=C(C=C2C1=CC=C2)C2N(CCCC2)CC[C@@H]2CC[C@H](CC2)NC(C2=C(C=C(C=C2)Cl)Cl)=O (trans-N-{4-[2-(4-Benzofuran-3-yl-piperidin-1-yl)-ethyl]-cyclohexyl}-2,4-dichloro-benzamide). Reaction SMILES: Cl.Cl.[O:3]1[C:8]2=[CH:9][CH:10]=[CH:11][C:7]2=[CH:6][C:5]([CH:12]2[CH2:17][CH2:16][CH2:15][CH2:14][N:13]2[CH2:18][CH2:19][C@H:20]2[CH2:25][CH2:24][C@H:23]([NH2:26])[CH2:22][CH2:21]2)=[CH:4]1.[Cl:27][C:28]1[CH:36]=[C:35]([Cl:37])[CH:34]=[CH:33][C:29]=1[C:30](O)=[O:31]>>[O:3]1[C:8]2=[CH:9][CH:10]=[CH:11][C:7]2=[CH:6][C:5]([CH:12]2[CH2:17][CH2:16][CH2:15][CH2:14][N:13]2[CH2:18][CH2:19][C@H:20]2[CH2:21][CH2:22][C@H:23]([NH:26][C:30](=[O:31])[C:29]3[CH:33]=[CH:34][C:35]([Cl:37])=[CH:36][C:28]=3[Cl:27])[CH2:24][CH2:25]2)=[CH:4]1 |f:0.1.2|. Procedure: The title compound, light yellow solid (88 mg, 70%), MS (ISP) m/z=499.3 [(M+H)+], mp 187° C., was prepared in accordance with the general method of example 1 from trans-4-[2-(4-benzofuran-3-yl-piperidin-1-yl)-ethyl]-cyclohexylamine dihydrochloride (intermediate A) (100 mg, 0.25 mmol) and 2,4-dichloro-benzoic acid.